This data is from the Open Reaction Database (ORD), a public repository of structured organic reaction records. The task is: describe an organic reaction: reactants, conditions, products, and yield Reactants: CCOC(CC)CCCCO, O, O=S(Cl)Cl, c1ccncc1. Yields the product CCOC(CC)CCCCCl. Reaction SMILES: [CH2:1]([CH3:2])[O:3][CH:4]([CH2:5][CH2:6][CH2:7][CH2:8][OH:9])[CH2:10][CH3:11].[OH2:22].[S:18]([Cl:19])([Cl:20])=[O:21].[cH:12]1[cH:13][cH:14][n:15][cH:16][cH:17]1>>[CH2:1]([CH3:2])[O:3][CH:4]([CH2:5][CH2:6][CH2:7][CH2:8][Cl:20])[CH2:10][CH3:11]. Reactants: ClC1=CC=C(C=C1)C(C(CC1CCCC1)N)N (1-(4-chloro-phenyl)-3-cyclopentyl-propane-1,2-diamine), Cl.C(C)OC1=C(C(OCC)=N)C=CC(=C1)OCC (ethyl 2,4-diethoxy-benzimidate hydrochloride), ClC1=CC=C(C=C1)C1C(N=C(N1)C1=C(C=C(C=C1)OC)OCC)CC1CCCC1 (5-(4-chloro-phenyl)-4-cyclopentylmethyl-2-(2-ethoxy-4-methoxy-phenyl)-4,5-dihydro-1H-imidazole). Yields the product ClC1=CC=C(C=C1)C1C(N=C(N1)C1=C(C=C(C=C1)OCC)OCC)CC1CCCC1 (5-(4-Chloro-phenyl)-4-cyclopentylmethyl-2-(2,4-diethoxy-phenyl)-4,5-dihydro-1H-imidazole). As a reaction SMILES: [Cl:1][C:2]1[CH:7]=[CH:6][C:5]([CH:8]([NH2:17])[CH:9]([NH2:16])[CH2:10][CH:11]2[CH2:15][CH2:14][CH2:13][CH2:12]2)=[CH:4][CH:3]=1.Cl.[CH2:19]([O:21][C:22]1[CH:32]=[C:31]([O:33][CH2:34][CH3:35])[CH:30]=[CH:29][C:23]=1[C:24](=N)OCC)[CH3:20].ClC1C=CC(C2NC(C3C=CC(OC)=CC=3OCC)=NC2CC2CCCC2)=CC=1>>[Cl:1][C:2]1[CH:3]=[CH:4][C:5]([CH:8]2[NH:17][C:24]([C:23]3[CH:29]=[CH:30][C:31]([O:33][CH2:34][CH3:35])=[CH:32][C:22]=3[O:21][CH2:19][CH3:20])=[N:16][CH:9]2[CH2:10][CH:11]2[CH2:12][CH2:13][CH2:14][CH2:15]2)=[CH:6][CH:7]=1 |f:1.2|. Procedure: 5-(4-Chloro-phenyl)-4-cyclopentylmethyl-2-(2,4-diethoxy-phenyl)-4,5-dihydro-1H-imidazole was prepared from 1-(4-chloro-phenyl)-3-cyclopentyl-propane-1,2-diamine and ethyl 2,4-diethoxy-benzimidate hydrochloride in an analogous manner as described for the preparation of 5-(4-chloro-phenyl)-4-cyclopentylmethyl-2-(2-ethoxy-4-methoxy-phenyl)-4,5-dihydro-1H-imidazole (Example 9). HR-MS (ES, m/z) observed 427.2152, calculated for C25H32N2O2Cl [(M+H)+]427.2147. Starting materials: solution, C(CCC)[Li] (n-butyllithium), C(=CCC)C(=C1C=CC=C1)C (6-(butenyl)-6-methylfulvene), C1=CC=CC=2C3=CC=CC=C3CC12 (fluorene), C1(=CC=CC=2C3=CC=CC=C3CC12)[Li] (fluorenyl lithium). Run in CCCCCC (hexane), C1CCOC1 (THF), C1CCOC1 (THF), O (water). Run at time 8 hour. The product is C1(=CC=CC1)C(CCC=C)(C)C1C2=CC=CC=C2C=2C=CC=CC12 (5-cyclopentdienyl-5-(9-fluorenyl)-1-hexene). As a reaction SMILES: [CH:1]1[C:13]2[CH2:12][C:11]3[C:6](=[CH:7][CH:8]=[CH:9][CH:10]=3)[C:5]=2[CH:4]=[CH:3][CH:2]=1.C([Li])CCC.[CH:19]([C:23]([CH3:29])=[C:24]1[CH:28]=[CH:27][CH:26]=[CH:25]1)=[CH:20][CH2:21][CH3:22].C1([Li])C2CC3C(=CC=CC=3)C=2C=CC=1>C1COCC1.CCCCCC.O>[C:24]1([C:23]([CH:12]2[C:11]3[CH:10]=[CH:9][CH:8]=[CH:7][C:6]=3[C:5]3[C:13]2=[CH:1][CH:2]=[CH:3][CH:4]=3)([CH3:29])[CH2:19][CH2:20][CH:21]=[CH2:22])[CH2:28][CH:27]=[CH:26][CH:25]=1. Reported procedure: A solution was prepared by dissolving 10 g of fluorene in 100 mL of THF and then this was slowly reacted with 37.6 mL of a 1.6 molar solution of n-butyllithium in hexane. This dark red solution was stirred overnight at room temperature. Then a solution was prepared by combining 8.8 g of 6-(butenyl)-6-methylfulvene with 50 mL of THF. This solution was then added dropwise over a period of one half hour to the solution of the fluorenyl lithium salt. That reaction mixture was stirred overnight at ro... Procedure: The title compound is prepared by the reaction of 2-chloro-4,6-bis[N-(1-octyloxy-2,2,6,6-tetramethylpiperidin-4-yl)butylamino]-1,3,5-triazine with sodium hydroxide and 3-chloro-1,2-propanediol. Product: O1C(C1)COC1=NC(=NC(=N1)NCCCCC1CC(N(C(C1)(C)C)OCCCCCCCC)(C)C)NCCCCC1CC(N(C(C1)(C)C)OCCCCCCCC)(C)C (2-(Oxiranylmethoxy)-4,6-bis[N-(1-octyloxy-2,2,6,6-tetramethylpiperidin-4-yl)butylamino]-1,3,5-triazine). As a reaction SMILES: Cl[C:2]1[N:7]=[C:6]([NH:8][CH2:9][CH2:10][CH2:11][CH2:12][CH:13]2[CH2:18][C:17]([CH3:20])([CH3:19])[N:16]([O:21][CH2:22][CH2:23][CH2:24][CH2:25][CH2:26][CH2:27][CH2:28][CH3:29])[C:15]([CH3:31])([CH3:30])[CH2:14]2)[N:5]=[C:4]([NH:32][CH2:33][CH2:34][CH2:35][CH2:36][CH:37]2[CH2:42][C:41]([CH3:44])([CH3:43])[N:40]([O:45][CH2:46][CH2:47][CH2:48][CH2:49][CH2:50][CH2:51][CH2:52][CH3:53])[C:39]([CH3:55])([CH3:54])[CH2:38]2)[N:3]=1.[OH-].[Na+].Cl[CH2:59][CH:60]([OH:63])[CH2:61][OH:62]>>[O:63]1[CH2:59][CH:60]1[CH2:61][O:62][C:2]1[N:7]=[C:6]([NH:8][CH2:9][CH2:10][CH2:11][CH2:12][CH:13]2[CH2:18][C:17]([CH3:20])([CH3:19])[N:16]([O:21][CH2:22][CH2:23][CH2:24][CH2:25][CH2:26][CH2:27][CH2:28][CH3:29])[C:15]([CH3:31])([CH3:30])[CH2:14]2)[N:5]=[C:4]([NH:32][CH2:33][CH2:34][CH2:35][CH2:36][CH:37]2[CH2:42][C:41]([CH3:44])([CH3:43])[N:40]([O:45][CH2:46][CH2:47][CH2:48][CH2:49][CH2:50][CH2:51][CH2:52][CH3:53])[C:39]([CH3:55])([CH3:54])[CH2:38]2)[N:3]=1 |f:1.2|. Reactants: ClC1=NC(=NC(=N1)NCCCCC1CC(N(C(C1)(C)C)OCCCCCCCC)(C)C)NCCCCC1CC(N(C(C1)(C)C)OCCCCCCCC)(C)C (2-chloro-4,6-bis[N-(1-octyloxy-2,2,6,6-tetramethylpiperidin-4-yl)butylamino]-1,3,5-triazine), [OH-].[Na+] (sodium hydroxide), ClCC(CO)O (3-chloro-1,2-propanediol). Starting materials: OO (hydrogen peroxide), ClCCl (dichloromethane), NC1=C(C#N)C=CC=C1 (2-Amino-benzonitrile), [I-].[NH4+] (ammonium iodide). Solvent: C(C)(=O)O (acetic acid), CCCCCC (hexane). Run at time 12 hour. The product is NC1=C(C#N)C=C(C=C1)I (2-amino-5-iodo-benzonitrile). Yield: 48.2%. RXN SMILES: [NH2:1][C:2]1[CH:9]=[CH:8][CH:7]=[CH:6][C:3]=1[C:4]#[N:5].[I-:10].[NH4+].OO.ClCCl>C(O)(=O)C.CCCCCC>[NH2:1][C:2]1[CH:9]=[CH:8][C:7]([I:10])=[CH:6][C:3]=1[C:4]#[N:5] |f:1.2|. Reported procedure: 2-Amino-benzonitrile (10 g, 0.085 mol) and ammonium iodide (13.5 g, 0.094 mol) were dissolved in acetic acid (200 mL). 30% aqueous hydrogen peroxide solution (5.3 mL, 0.094 mL) was slowly added at room temperature and stirred for 12 h. After completion of the reaction, the reaction solution was filtered through celite. The filtrate was treated with aqueous sodium thiosulfate solution and extracted with ethyl acetate. The organic layer was dried over sodium sulfate and filtered. The solid obtaine... Reactants: Br, Br, CC(=O)O, CCOC(C)=O, CCOC(C)=O, Cl, Cl, COc1ccc(CNc2nc(Nc3ccccc3)nc(Nc3ccc(F)cc3)n2)cn1. The product is Cl, O=c1ccc(CNc2nc(Nc3ccccc3)nc(Nc3ccc(F)cc3)n2)c[nH]1. RXN SMILES: [BrH:37].[BrH:38].[C:33]([OH:34])(=[O:35])[CH3:36].[C:39]([O:40][CH2:41][CH3:42])(=[O:43])[CH3:44].[CH3:46][CH2:47][O:48][C:49](=[O:50])[CH3:51].[ClH:1].[ClH:45].[F:2][c:3]1[cH:4][cH:5][c:6]([NH:9][c:10]2[n:11][c:12]([NH:26][c:27]3[cH:28][cH:29][cH:30][cH:31][cH:32]3)[n:13][c:14]([NH:16][CH2:17][c:18]3[cH:19][n:20][c:21]([O:24][CH3:25])[cH:22][cH:23]3)[n:15]2)[cH:7][cH:8]1>>[ClH:1].[F:2][c:3]1[cH:4][cH:5][c:6]([NH:9][c:10]2[n:11][c:12]([NH:26][c:27]3[cH:28][cH:29][cH:30][cH:31][cH:32]3)[n:13][c:14]([NH:16][CH2:17][c:18]3[cH:19][nH:20][c:21](=[O:24])[cH:22][cH:23]3)[n:15]2)[cH:7][cH:8]1. Reactants: C[Si](C)(C)[N-][Si](C)(C)C, Cl, COC(=O)C(CCC(F)(F)C(F)(F)F)SCCC(F)(F)F, CI, [Na+], C1CCOC1. Product: COC(=O)C(C)(CCC(F)(F)C(F)(F)F)SCCC(F)(F)F. Reaction SMILES: [CH3:24][Si:25]([N-:26][Si:27]([CH3:28])([CH3:29])[CH3:30])([CH3:31])[CH3:32].[ClH:34].[F:1][C:2]([CH2:3][CH2:4][CH:5]([C:6](=[O:7])[O:8][CH3:9])[S:10][CH2:11][CH2:12][C:13]([F:14])([F:15])[F:16])([C:17]([F:18])([F:19])[F:20])[F:21].[I:22][CH3:23].[Na+:33].[O:35]1[CH2:36][CH2:37][CH2:38][CH2:39]1>>[F:1][C:2]([CH2:3][CH2:4][C:5]([C:6](=[O:7])[O:8][CH3:9])([S:10][CH2:11][CH2:12][C:13]([F:14])([F:15])[F:16])[CH3:24])([C:17]([F:18])([F:19])[F:20])[F:21]. The reactants are COC=1C=2N(C=C(C1)C=1C=NN(C1)C)N=CC2 (4-methoxy-6-(1-methyl-1H-pyrazol-4-yl)pyrazolo[1,5-a]pyridine), IN1C(CCC1=O)=O (N-iodosuccinimide). Run in ClCCl (dichloromethane), C(C)#N (acetonitrile). Run at time 1 hour. Yields the product IC=1C=NN2C1C(=CC(=C2)C=2C=NN(C2)C)OC (3-iodo-4-methoxy-6-(1-methyl-1H-pyrazol-4-yl)pyrazolo[1,5-a]pyridine). Reaction SMILES: [CH3:1][O:2][C:3]1[C:4]2[N:5]([N:15]=[CH:16][CH:17]=2)[CH:6]=[C:7]([C:9]2[CH:10]=[N:11][N:12]([CH3:14])[CH:13]=2)[CH:8]=1.[I:18]N1C(=O)CCC1=O>C(#N)C.ClCCl>[I:18][C:17]1[CH:16]=[N:15][N:5]2[CH:6]=[C:7]([C:9]3[CH:10]=[N:11][N:12]([CH3:14])[CH:13]=3)[CH:8]=[C:3]([O:2][CH3:1])[C:4]=12. Procedure details: 4-methoxy-6-(1-methyl-1H-pyrazol-4-yl)pyrazolo[1,5-a]pyridine (486 mg, 2.13 mmol) was suspended in acetonitrile (30 ml). N-iodosuccinimide (958 mg, 4.26 mmol) was added and the mixture was allowed to stir for 1 h. The reaction mixture was diluted in dichloromethane, washed with water, 1N aqueous sodium hydroxide and brine. The combined organic layers were dried over sodium sulfate, filtered, and concentrated to afford 3-iodo-4-methoxy-6-(1-methyl-1H-pyrazol-4-yl)pyrazolo[1,5-a]pyridine as a tan ... Starting materials: tan powder, ClCCCOC=1C=2C=CNC2C=CC1 (1-chloro-3-(1H-indole-4-oxy)propane), CC=1C=CC=C2C(=CNC12)C=1CCNCC1 (7-methyl-3-(1,2,3,6-tetrahydropyridin-4-yl)-1H-indole), C(=O)([O-])[O-].[K+].[K+] (K2CO3). The solvent is CN(C=O)C (dimethylformamide). Yields the product CC=1C=CC=C2C(=CNC12)C=1CCN(CC1)CCCOC1=C2C=CNC2=CC=C1 (3-[4-(7-methyl-3-indolyl)-1,2,3,6-tetrahydropyridin-1-yl]-1-(4-indolyloxy)propane). RXN SMILES: Cl[CH2:2][CH2:3][CH2:4][O:5][C:6]1[C:7]2[CH:8]=[CH:9][NH:10][C:11]=2[CH:12]=[CH:13][CH:14]=1.[CH3:15][C:16]1[CH:17]=[CH:18][CH:19]=[C:20]2[C:24]=1[NH:23][CH:22]=[C:21]2[C:25]1[CH2:26][CH2:27][NH:28][CH2:29][CH:30]=1.C([O-])([O-])=O.[K+].[K+]>CN(C)C=O>[CH3:15][C:16]1[CH:17]=[CH:18][CH:19]=[C:20]2[C:24]=1[NH:23][CH:22]=[C:21]2[C:25]1[CH2:26][CH2:27][N:28]([CH2:2][CH2:3][CH2:4][O:5][C:6]2[CH:14]=[CH:13][CH:12]=[C:11]3[C:7]=2[CH:8]=[CH:9][NH:10]3)[CH2:29][CH:30]=1 |f:2.3.4|. Procedure details: The title compound was prepared in a fashion similar to that described in Example 99 using 1-chloro-3-(1H-indole-4-oxy)propane (0.499 g, 2.4 mmol) and 7-methyl-3-(1,2,3,6-tetrahydropyridin-4-yl)-1H-indole (0.509 g, 2.4 mmol) in the presence of 2.0 equivalents of K2CO3 (0.593, 4.3 mmol) in dimethylformamide at 90° C. Yield 0.383 g (41%) of a tan powder. mp 166°-169° C. FDMS m/e=405 (M+ of free base). Starting materials: COc1ccc(C(CC(=O)O)N2C(=O)c3ccccc3C2=O)cc1OC1CCCC1, Cl, NO, C1CCOC1. The product is COc1ccc(C(CC(=O)NO)N2C(=O)c3ccccc3C2=O)cc1OC1CCCC1. Reaction SMILES: [CH:1]1([O:6][c:7]2[cH:8][c:9]([CH:15]([CH2:16][C:17](=[O:18])[OH:19])[N:20]3[C:21](=[O:30])[c:22]4[c:23]([cH:26][cH:27][cH:28][cH:29]4)[C:24]3=[O:25])[cH:10][cH:11][c:12]2[O:13][CH3:14])[CH2:2][CH2:3][CH2:4][CH2:5]1.[ClH:31].[NH2:32][OH:33].[O:34]1[CH2:35][CH2:36][CH2:37][CH2:38]1>>[CH:1]1([O:6][c:7]2[cH:8][c:9]([CH:15]([CH2:16][C:17](=[O:18])[NH:32][OH:33])[N:20]3[C:21](=[O:30])[c:22]4[c:23]([cH:26][cH:27][cH:28][cH:29]4)[C:24]3=[O:25])[cH:10][cH:11][c:12]2[O:13][CH3:14])[CH2:2][CH2:3][CH2:4][CH2:5]1.